Dataset: the Open Reaction Database (ORD), a public repository of structured organic reaction records. Task: describe an organic reaction: reactants, conditions, products, and yield The product is CC(C)COC(=O)C(C)NC(=O)CC1CCCC1. RXN SMILES: [CH2:11]([CH:12]([CH3:13])[CH3:14])[O:15][C:16]([CH:17]([NH2:18])[CH3:19])=[O:20].[CH:1]1([CH2:6][C:7](=[O:8])[OH:9])[CH2:2][CH2:3][CH2:4][CH2:5]1.[ClH:10]>>[CH:1]1([CH2:6][C:7](=[O:9])[NH:18][CH:17]([C:16]([O:15][CH2:11][CH:12]([CH3:13])[CH3:14])=[O:20])[CH3:19])[CH2:2][CH2:3][CH2:4][CH2:5]1. Starting materials: CC(C)COC(=O)C(C)N, O=C(O)CC1CCCC1, Cl. Starting materials: ClC=1N=NC(=CN1)C1=CC=C(C(=O)OC)C=C1 (methyl 4-(3-chloro-1,2,4-triazin-6-yl)benzoate), O.NN (hydrazine hydrate). Solvent: O1CCCC1 (tetrahydrofuran). Yields the product N(N)C=1N=NC(=CN1)C1=CC=C(C(=O)OC)C=C1 (Methyl 4-(3-hydrazino-1,2,4-triazin-6-yl)benzoate). As a reaction SMILES: Cl[C:2]1[N:3]=[N:4][C:5]([C:8]2[CH:17]=[CH:16][C:11]([C:12]([O:14][CH3:15])=[O:13])=[CH:10][CH:9]=2)=[CH:6][N:7]=1.O.[NH2:19][NH2:20]>O1CCCC1>[NH:19]([C:2]1[N:3]=[N:4][C:5]([C:8]2[CH:17]=[CH:16][C:11]([C:12]([O:14][CH3:15])=[O:13])=[CH:10][CH:9]=2)=[CH:6][N:7]=1)[NH2:20] |f:1.2|. Reported procedure: To a solution of methyl 4-(3-chloro-1,2,4-triazin-6-yl)benzoate (1.1 g, 0.0044 mol) in tetrahydrofuran (30 mL) was added hydrazine hydrate (1.1 mL, 0.022 mol) at RT with stirring. The mixture was stirred at RT for 1 h, and concentrated under reduced pressure to give the desired product (quantitatively). Analytical LCMS: (M+H)+=245.9. Reactants: BrC1=C(C=2CCC(NC2C=C1)=O)C#N (6-bromo-2-oxo-1,2,3,4-tetrahydroquinoline-5-carbonitrile), COC=1C=CC(=CC1)P2(=S)SP(=S)(S2)C=3C=CC(=CC3)OC (Lawesson's reagent). Solvent: C1(=CC=CC=C1)C (toluene). Run at temperature 100 celsius. Product: BrC1=C(C=2CCC(NC2C=C1)=S)C#N (6-bromo-2-thioxo-1,2,3,4-tetrahydroquinoline-5-carbonitrile). As a reaction SMILES: [Br:1][C:2]1[CH:11]=[CH:10][C:9]2[NH:8][C:7](=O)[CH2:6][CH2:5][C:4]=2[C:3]=1[C:13]#[N:14].COC1C=CC(P2(SP(C3C=CC(OC)=CC=3)(=S)S2)=[S:24])=CC=1>C1(C)C=CC=CC=1>[Br:1][C:2]1[CH:11]=[CH:10][C:9]2[NH:8][C:7](=[S:24])[CH2:6][CH2:5][C:4]=2[C:3]=1[C:13]#[N:14]. Reported procedure: To a stirred solution of 6-bromo-2-oxo-1,2,3,4-tetrahydroquinoline-5-carbonitrile (145-2; 1.3 g, 0.0052 mol) in toluene (20 mL) was added Lawesson's reagent (2.1 g, 0.0052 mol). Reaction mass was refluxed at 100° C. for 12 h. The reaction mixture was concentrated and directly purified by silica gel column chromatography to obtain title compound. 1H NMR (400 MHz, CDCl3) δ 1H NMR (400 MHz, DMSO-d6) δ 7.612-7.561 (m, 1H), 6.980-6.959 (t, J=8.4 Hz, 1H), 3.779-3.769 (d, J=4 Hz, 4H).